This data is from the Open Reaction Database (ORD), a public repository of structured organic reaction records. The task is: describe an organic reaction: reactants, conditions, products, and yield The reactants are CC#N, NCCN, O, Cc1ccc(Nc2nc(On3nnc4ccccc43)ncc2C(N)=O)cc1. The product is Cc1ccc(Nc2nc(NCCN)ncc2C(N)=O)cc1. As a reaction SMILES: [CH3:32][C:33]#[N:34].[NH2:1][CH2:2][CH2:3][NH2:4].[OH2:35].[n:5]1([O:6][c:15]2[n:16][cH:17][c:18]([C:29](=[O:30])[NH2:31])[c:19]([NH:21][c:22]3[cH:23][cH:24][c:25]([CH3:28])[cH:26][cH:27]3)[n:20]2)[c:7]2[cH:8][cH:9][cH:10][cH:11][c:12]2[n:13][n:14]1>>[NH2:1][CH2:2][CH2:3][NH:4][c:15]1[n:16][cH:17][c:18]([C:29](=[O:30])[NH2:31])[c:19]([NH:21][c:22]2[cH:23][cH:24][c:25]([CH3:28])[cH:26][cH:27]2)[n:20]1. Reactants: O=C(Cl)c1ccccc1, CCCCc1nn(C(C)C)c(=O)n1Cc1ccc(-c2ccccc2S(N)(=O)=O)cc1, c1ccncc1. The product is CCCCc1nn(C(C)C)c(=O)n1Cc1ccc(-c2ccccc2S(=O)(=O)NC(=O)c2ccccc2)cc1. Reaction SMILES: [C:31]([c:32]1[cH:33][cH:34][cH:35][cH:36][cH:37]1)(=[O:38])[Cl:39].[CH2:1]([CH2:2][CH2:3][CH3:4])[c:5]1[n:6]([CH2:14][c:15]2[cH:16][cH:17][c:18](-[c:21]3[c:22]([S:27]([NH2:28])(=[O:29])=[O:30])[cH:23][cH:24][cH:25][cH:26]3)[cH:19][cH:20]2)[c:7](=[O:13])[n:8]([CH:10]([CH3:11])[CH3:12])[n:9]1.[cH:40]1[cH:41][cH:42][n:43][cH:44][cH:45]1>>[CH2:1]([CH2:2][CH2:3][CH3:4])[c:5]1[n:6]([CH2:14][c:15]2[cH:16][cH:17][c:18](-[c:21]3[c:22]([S:27]([NH:28][C:31]([c:32]4[cH:33][cH:34][cH:35][cH:36][cH:37]4)=[O:38])(=[O:29])=[O:30])[cH:23][cH:24][cH:25][cH:26]3)[cH:19][cH:20]2)[c:7](=[O:13])[n:8]([CH:10]([CH3:11])[CH3:12])[n:9]1. Starting materials: COC(C1=CC=C(C=C1)C1CCN(CC1)CCOC)=O (4-[1-(2-Methoxy-ethyl)-piperidin-4-yl]-benzoic acid methyl ester), Cl (HCl). Product: Cl.COCCN1CCC(CC1)C1=CC=C(C(=O)O)C=C1 (4-[1-(2-Methoxy-ethyl)-piperidin-4-yl]-benzoic acid hydrochloride). RXN SMILES: C[O:2][C:3](=[O:20])[C:4]1[CH:9]=[CH:8][C:7]([CH:10]2[CH2:15][CH2:14][N:13]([CH2:16][CH2:17][O:18][CH3:19])[CH2:12][CH2:11]2)=[CH:6][CH:5]=1.[ClH:21]>>[ClH:21].[CH3:19][O:18][CH2:17][CH2:16][N:13]1[CH2:12][CH2:11][CH:10]([C:7]2[CH:6]=[CH:5][C:4]([C:3]([OH:20])=[O:2])=[CH:9][CH:8]=2)[CH2:15][CH2:14]1 |f:2.3|. Procedure details: 4-[1-(2-Methoxy-ethyl)-piperidin-4-yl]-benzoic acid methyl ester (47 mmol) is dissolved in 4N HCl (80 ml) and heated under reflux for 12 hours. After cooling the solvent is evaporated and the residue is suspended in acetone and the solid filtered of, washed with acetone and dried (vacuum). A white powder with mp. >270° C. is obtained. Procedure: To a solution of 1-(5-(methoxymethoxy)-2-neopentylpyridin-4-yl)ethanol (24.4 g, 96.3 mmol) and sodium bicarbonate (32.4 g, 385 mmol) in CHCl3 (500 mL) at 0° C. was added Dess-Martin Periodinane (53.1 g, 125 mmol). The reaction was stirred 5 h, quenched with saturated aqueous Na2SO3 (300 mL), extracted with CH2Cl2 (3×250 mL), the combined organic layers washed with saturated NaCl (300 mL), dried (Na2SO4), and concentrated to give a yellow oil. Purification by ISCO (330 g SiO2, 20% EtOAc/Hexane) g... Solvent: C(Cl)(Cl)Cl (CHCl3). The product is COCOC=1C(=CC(=NC1)CC(C)(C)C)C(C)=O (1-(5-(methoxymethoxy)-2-neopentylpyridin-4-yl)ethanone). Run at time 5 hour. Starting materials: COCOC=1C(=CC(=NC1)CC(C)(C)C)C(C)O (1-(5-(methoxymethoxy)-2-neopentylpyridin-4-yl)ethanol), C([O-])(O)=O.[Na+] (sodium bicarbonate), CC(=O)OI1(C=2C=CC=CC2C(=O)O1)(OC(=O)C)OC(=O)C (Dess-Martin Periodinane). Reaction SMILES: [CH3:1][O:2][CH2:3][O:4][C:5]1[C:6]([CH:16]([OH:18])[CH3:17])=[CH:7][C:8]([CH2:11][C:12]([CH3:15])([CH3:14])[CH3:13])=[N:9][CH:10]=1.C(=O)(O)[O-].[Na+].CC(OI1(OC(C)=O)(OC(C)=O)OC(=O)C2C=CC=CC1=2)=O>C(Cl)(Cl)Cl>[CH3:1][O:2][CH2:3][O:4][C:5]1[C:6]([C:16](=[O:18])[CH3:17])=[CH:7][C:8]([CH2:11][C:12]([CH3:13])([CH3:15])[CH3:14])=[N:9][CH:10]=1 |f:1.2|. Reactants: C1(CC1)N1C=C(C(C2=CC(=C(C(=C12)F)F)F)=O)C(=O)O (1-cyclopropyl-6,7,8-trifluoro-1,4-dihydro-4-oxo-3-quinolinecarboxylic acid), C(C)(C)(C)OC(=O)NC1CNCC1C (3-t-butoxycarbonylamino-4-methylpyrrolidine), C1CCC2=NCCCN2CC1 (DBU). Solvent: C(C)#N (acetonitrile). The product is C(C)(C)(C)OC(=O)NC1CN(CC1C)C1=C(C=C2C(C(=CN(C2=C1F)C1CC1)C(=O)O)=O)F (7-(3-t-Butoxycarbonylamino-4-methyl-1-pyrrolidinyl)-1-cyclopropyl-6,8-difluoro-1,4-dihydro-4-oxo-3-quinolinecarboxylic acid). Isolated yield 39.1%. As a reaction SMILES: [CH:1]1([N:4]2[C:13]3[C:8](=[CH:9][C:10]([F:16])=[C:11](F)[C:12]=3[F:14])[C:7](=[O:17])[C:6]([C:18]([OH:20])=[O:19])=[CH:5]2)[CH2:3][CH2:2]1.[C:21]([O:25][C:26]([NH:28][CH:29]1[CH:33]([CH3:34])[CH2:32][NH:31][CH2:30]1)=[O:27])([CH3:24])([CH3:23])[CH3:22].C1CCN2C(=NCCC2)CC1>C(#N)C>[C:21]([O:25][C:26]([NH:28][CH:29]1[CH:33]([CH3:34])[CH2:32][N:31]([C:11]2[C:12]([F:14])=[C:13]3[C:8]([C:7](=[O:17])[C:6]([C:18]([OH:20])=[O:19])=[CH:5][N:4]3[CH:1]3[CH2:3][CH2:2]3)=[CH:9][C:10]=2[F:16])[CH2:30]1)=[O:27])([CH3:24])([CH3:22])[CH3:23]. Procedure details: A mixture of 1-cyclopropyl-6,7,8-trifluoro-1,4-dihydro-4-oxo-3-quinolinecarboxylic acid (0.5 g), anhydrous acetonitrile (5 ml), 3-t-butoxycarbonylamino-4-methylpyrrolidine (0.53 g) and DBU (0.27 g) was refluxed for an hour. After cooling in a refrigerator, the resulting precipitate was collected by filtration and washed with acetonitrile and ether successively to give the title compound (0.32 g) as pale yellow powder, mp 230°-231° C. Starting materials: ClC(C)OC(=O)Cl (α-chloroethylchloroformate), ClC1=CC(=C(C(=O)NCCNCCCC2=CC=CC=C2)C=C1C#N)OC (4-chloro-5-cyano-N-(2-benzylethylaminoethyl)-2-methoxybenzamide), C([O-])([O-])=O.[K+].[K+] (potassium carbonate). The solvent is ClC(C)Cl (dichloroethane). Reaction conditions: temperature 0 celsius. Product: Cl.ClC1=CC(=C(C(=O)NCCNCC)C=C1C#N)OC (4-chloro-5-cyano-N-(2-ethylaminoethyl)-2-methoxybenzamide hydrochloride). As a reaction SMILES: [Cl:1]C(OC(Cl)=O)C.[Cl:8][C:9]1[C:29]([C:30]#[N:31])=[CH:28][C:12]([C:13]([NH:15][CH2:16][CH2:17][NH:18][CH2:19][CH2:20]CC2C=CC=CC=2)=[O:14])=[C:11]([O:32][CH3:33])[CH:10]=1.C(=O)([O-])[O-].[K+].[K+]>ClC(Cl)C>[ClH:1].[Cl:8][C:9]1[C:29]([C:30]#[N:31])=[CH:28][C:12]([C:13]([NH:15][CH2:16][CH2:17][NH:18][CH2:19][CH3:20])=[O:14])=[C:11]([O:32][CH3:33])[CH:10]=1 |f:2.3.4,6.7|. Procedure details: While stirring at 0° C., 2.7 g (19 mmol) of α-chloroethylchloroformate (cf. J. Org. Chem. 49, 2081 (1984)) are added dropwise to a solution of 4.7 g (12.7 mmol) of 4-chloro-5-cyano-N-(2-benzylethylaminoethyl)-2-methoxybenzamide (cf. Example 2) and 90 mg (0.6 mmol) of potassium carbonate in 200 ml of dichloroethane. The whole is then heated under reflux for 3 hours. The reaction mixture is then concentrated to dryness in vacuo, 200 ml of methanol are added to the residue and the whole is heated f...